Dataset: the Open Reaction Database (ORD), a public repository of structured organic reaction records. Task: describe an organic reaction: reactants, conditions, products, and yield Reactants: C(CCC)OCCOC1=CC=C(C=C1)C=1C=CC2=C(C=C(CCN2CC2=CC=NN2C)C(=O)O)C1 (7-[4-(2-butoxyethoxy)phenyl]-1-[(1-methylpyrazol-5-yl)methyl]-2,3-dihydro-1H-1-benzazepine-4-carboxylic acid), CN(C)C=O (DMF), C(C(=O)Cl)(=O)Cl (oxalyl chloride), C(CC)N1C=NC=C1CS(=O)C1=CC=C(N)C=C1 ((−)-4-(((1-propylimidazol-5-yl)methyl)sulfinyl)aniline). Run in ClCCl (dichloromethane), O1CCCC1 (tetrahydrofuran), N1=CC=CC=C1 (pyridine), O (water). Conditions: time 30 minute. Product: C(CCC)OCCOC1=CC=C(C=C1)C=1C=CC2=C(C=C(CCN2CC2=CC=NN2C)C(=O)NC2=CC=C(C=C2)S(=O)CC2=CN=CN2CCC)C1 ((−)-7-[4-(2-butoxyethoxy)phenyl]-1-[(1-methylpyrazol-5-yl)methyl]-N-[4-[[[1-propylimidazol-5-yl]methyl]sulfinyl]phenyl]-2,3-dihydro-1H-1-benzazepine-4-carboxamide). RXN SMILES: [CH2:1]([O:5][CH2:6][CH2:7][O:8][C:9]1[CH:14]=[CH:13][C:12]([C:15]2[CH:16]=[CH:17][C:18]3[N:24]([CH2:25][C:26]4[N:30]([CH3:31])[N:29]=[CH:28][CH:27]=4)[CH2:23][CH2:22][C:21]([C:32](O)=[O:33])=[CH:20][C:19]=3[CH:35]=2)=[CH:11][CH:10]=1)[CH2:2][CH2:3][CH3:4].CN(C=O)C.C(Cl)(=O)C(Cl)=O.[CH2:47]([N:50]1[C:54]([CH2:55][S:56]([C:58]2[CH:64]=[CH:63][C:61]([NH2:62])=[CH:60][CH:59]=2)=[O:57])=[CH:53][N:52]=[CH:51]1)[CH2:48][CH3:49]>ClCCl.O1CCCC1.O.N1C=CC=CC=1>[CH2:1]([O:5][CH2:6][CH2:7][O:8][C:9]1[CH:14]=[CH:13][C:12]([C:15]2[CH:16]=[CH:17][C:18]3[N:24]([CH2:25][C:26]4[N:30]([CH3:31])[N:29]=[CH:28][CH:27]=4)[CH2:23][CH2:22][C:21]([C:32]([NH:62][C:61]4[CH:63]=[CH:64][C:58]([S:56]([CH2:55][C:54]5[N:50]([CH2:47][CH2:48][CH3:49])[CH:51]=[N:52][CH:53]=5)=[O:57])=[CH:59][CH:60]=4)=[O:33])=[CH:20][C:19]=3[CH:35]=2)=[CH:11][CH:10]=1)[CH2:2][CH2:3][CH3:4]. Procedure details: (−)-4-(((1-propylimidazol-5-yl)methyl)sulfinyl)aniline di-p-toluoyl-D-tartarate 1hydrate (174 mg) was dissolved in ethyl acetate (5 ml) and 1N hydrochloric acid (1.77 ml) to separate the layers. To the aqueous layer was added 25% aqueous solution of potassium carbonate (1.77 ml) and the mixture was extracted with 2-propanol-ethyl acetate (1:4). The organic layer was washed with saturated brine, and dried over magnesium sulfate, and the solvent was distilled off under reduced pressure. To the obt... Starting materials: O=C1CCC(=O)N1Br, ClCCl, [Cl-], Cc1ccc(-c2cc3nc(Cl)cc(N4CCOCC4)n3n2)cc1, [NH4+]. Yields the product Cc1ccc(-c2nn3c(N4CCOCC4)cc(Cl)nc3c2Br)cc1. RXN SMILES: [Br:24][N:25]1[C:26](=[O:27])[CH2:28][CH2:29][C:30]1=[O:31].[CH2:32]([Cl:33])[Cl:34].[Cl-:35].[Cl:1][c:2]1[n:3][c:4]2[n:5]([c:6]([N:8]3[CH2:9][CH2:10][O:11][CH2:12][CH2:13]3)[cH:7]1)[n:14][c:15](-[c:17]1[cH:18][cH:19][c:20]([CH3:23])[cH:21][cH:22]1)[cH:16]2.[NH4+:36]>>[Cl:1][c:2]1[n:3][c:4]2[n:5]([c:6]([N:8]3[CH2:9][CH2:10][O:11][CH2:12][CH2:13]3)[cH:7]1)[n:14][c:15](-[c:17]1[cH:18][cH:19][c:20]([CH3:23])[cH:21][cH:22]1)[c:16]2[Br:24]. Starting materials: COc1cc(C)cc(C)c1-c1cccc2c(NCC3CCO3)c(SC)nn12, CN(C)C=O, CCOC(C)=O, BrCC1CC1, [H-], [Na+], O. The product is COc1cc(C)cc(C)c1-c1cccc2c(N(CC3CC3)CC3CCO3)c(SC)nn12. RXN SMILES: [CH3:1][O:2][c:3]1[c:4](-[c:11]2[cH:12][cH:13][cH:14][c:15]3[n:16]2[n:17][c:18]([S:26][CH3:27])[c:19]3[NH:20][CH2:21][CH:22]2[O:23][CH2:24][CH2:25]2)[c:5]([CH3:10])[cH:6][c:7]([CH3:9])[cH:8]1.[CH3:36][N:37]([CH3:38])[CH:39]=[O:40].[CH3:41][CH2:42][O:43][C:44](=[O:45])[CH3:46].[CH:30]1([CH2:33][Br:34])[CH2:31][CH2:32]1.[H-:28].[Na+:29].[OH2:35]>>[CH3:1][O:2][c:3]1[c:4](-[c:11]2[cH:12][cH:13][cH:14][c:15]3[n:16]2[n:17][c:18]([S:26][CH3:27])[c:19]3[N:20]([CH2:21][CH:22]2[O:23][CH2:24][CH2:25]2)[CH2:33][CH:30]2[CH2:31][CH2:32]2)[c:5]([CH3:10])[cH:6][c:7]([CH3:9])[cH:8]1. Reactants: CCCCC#CC=CC#C[Si](C)(C)C, CO, [K+], [K+], O=C([O-])[O-]. Yields the product C#CC=CC#CCCCC. Reaction SMILES: [CH3:1][Si:2]([C:3]#[C:4][CH:5]=[CH:6][C:7]#[C:8][CH2:9][CH2:10][CH2:11][CH3:12])([CH3:13])[CH3:14].[CH3:21][OH:22].[K+:15].[K+:16].[O-:17][C:18]([O-:19])=[O:20]>>[CH:3]#[C:4][CH:5]=[CH:6][C:7]#[C:8][CH2:9][CH2:10][CH2:11][CH3:12].